Task: describe an organic reaction: reactants, conditions, products, and yield. Dataset: the Open Reaction Database (ORD), a public repository of structured organic reaction records The reactants are N1(CCCC2=CC=CC=C12)CCN(C)C (2-(3,4-Dihydroquinolin-1(2H)-yl)-N,N-dimethylethanamine), [OH-].[Na+] (NaOH), OS(=O)(=O)O (H2SO4), [N+](=O)(O)[O-] (HNO3). Run in O (water). Reaction conditions: time 20 minute. Product: CN(CCN1CCCC2=CC=C(C=C12)[N+](=O)[O-])C (N,N-Dimethyl-2-(7-nitro-3,4-dihydroquinolin-1(2H)-yl)ethanamine). Isolated yield 79.6%. RXN SMILES: [N:1]1([CH2:11][CH2:12][N:13]([CH3:15])[CH3:14])[C:10]2[C:5](=[CH:6][CH:7]=[CH:8][CH:9]=2)[CH2:4][CH2:3][CH2:2]1.OS(O)(=O)=O.[N+:21]([O-])([OH:23])=[O:22].[OH-].[Na+]>O>[CH3:14][N:13]([CH3:15])[CH2:12][CH2:11][N:1]1[C:10]2[C:5](=[CH:6][CH:7]=[C:8]([N+:21]([O-:23])=[O:22])[CH:9]=2)[CH2:4][CH2:3][CH2:2]1 |f:3.4|. Reported procedure: A solution of compound 3 (0.87 g, 4.285 mmol) in con. H2SO4 (10 mL) was treated with fuming HNO3 (0.2 mL, 4.285 mmol, 90%) drop wise over a period of 10 min. at 0° C. and was stirred at same temperature for additional 20 min. The reaction was diluted with water (50 mL), basified to pH ˜10 using 2 N NaOH solution and product was extracted into CH2Cl2 (3×20 mL). The combined organic layer was washed with brine (15 mL) and dried (Na2SO4). Solvent was evaporated and crude was purified by column chro...